This data is from the Open Reaction Database (ORD), a public repository of structured organic reaction records. The task is: describe an organic reaction: reactants, conditions, products, and yield Starting materials: CCO, CCC(C)(C)N=C=S, N#CN, [Na]. The product is CCC(C)(C)NC(=S)NC#N. RXN SMILES: [CH3:13][CH2:14][OH:15].[CH3:5][C:6]([CH2:7][CH3:8])([CH3:9])[N:10]=[C:11]=[S:12].[N:1]#[C:2][NH2:3].[Na:4]>>[N:1]#[C:2][NH:3][C:11]([NH:10][C:6]([CH3:5])([CH2:7][CH3:8])[CH3:9])=[S:12]. Reactants: CN1C(=C(C2=CC=CC=C12)CC(C)C)C(=O)N([C@@H](C)C(=O)NC(CC(=O)OC(C)(C)C)C(COC1=C(C(=CC(=C1F)F)F)F)=O)C1CCCCC1 (N-[(1-methyl-3-isobutyl-indole-2-carbonyl)cyclohexylalaninyl]-3-amino-4-oxo-5-(2,3,5,6-tetrafluorophenyloxy)-pentanoic acid, tert-butyl ester), C(=O)(C(F)(F)F)O (TFA). The product is CN1C(=C(C2=CC=CC=C12)CC(C)C)C(=O)N([C@@H](C)C(=O)NC(CC(=O)O)C(COC1=C(C(=CC(=C1F)F)F)F)=O)C1CCCCC1 (N-[(1-methyl-3-isobutyl-indole-2-carbonyl)cyclohexylaianinyl]-3-amino-4-oxo-5-(2,3,5,6-tetrafluorophenyloxy)-pentanoic acid). RXN SMILES: [CH3:1][N:2]1[C:10]2[C:5](=[CH:6][CH:7]=[CH:8][CH:9]=2)[C:4]([CH2:11][CH:12]([CH3:14])[CH3:13])=[C:3]1[C:15]([N:17]([CH:46]1[CH2:51][CH2:50][CH2:49][CH2:48][CH2:47]1)[C@H:18]([C:20]([NH:22][CH:23]([C:32](=[O:45])[CH2:33][O:34][C:35]1[C:40]([F:41])=[C:39]([F:42])[CH:38]=[C:37]([F:43])[C:36]=1[F:44])[CH2:24][C:25]([O:27]C(C)(C)C)=[O:26])=[O:21])[CH3:19])=[O:16].C(O)(C(F)(F)F)=O>>[CH3:1][N:2]1[C:10]2[C:5](=[CH:6][CH:7]=[CH:8][CH:9]=2)[C:4]([CH2:11][CH:12]([CH3:14])[CH3:13])=[C:3]1[C:15]([N:17]([CH:46]1[CH2:47][CH2:48][CH2:49][CH2:50][CH2:51]1)[C@H:18]([C:20]([NH:22][CH:23]([C:32](=[O:45])[CH2:33][O:34][C:35]1[C:36]([F:44])=[C:37]([F:43])[CH:38]=[C:39]([F:42])[C:40]=1[F:41])[CH2:24][C:25]([OH:27])=[O:26])=[O:21])[CH3:19])=[O:16]. Reported procedure: Treatment of N-[(1-methyl-3-isobutyl-indole-2-carbonyl)cyclohexylalaninyl]-3-amino-4-oxo-5-(2,3,5,6-tetrafluorophenyloxy)-pentanoic acid, tert-butyl ester with TFA as described in Example 80 gave the titled product (55.5 mg) as a white powder. MS C34H39F4N3O6, [M+Na]+ =684, [M−H]− =660. TLC (CH2Cl2/MeOH, 90/10): Rf=0.24. The reactants are COC(=O)c1c(Cl)cccc1CBr, CCOC(C)=O, Cc1ccccc1, CCCCCC, NCc1ccc(Cl)cc1, [K+], [K+], O=C([O-])[O-]. Product: O=C1c2c(Cl)cccc2CN1Cc1ccc(Cl)cc1. Reaction SMILES: [CH3:1][O:2][C:3]([c:4]1[c:5]([CH2:11][Br:12])[cH:6][cH:7][cH:8][c:9]1[Cl:10])=[O:13].[CH3:29][CH2:30][O:31][C:32](=[O:33])[CH3:34].[CH3:35][c:36]1[cH:37][cH:38][cH:39][cH:40][cH:41]1.[CH3:42][CH2:43][CH2:44][CH2:45][CH2:46][CH3:47].[Cl:14][c:15]1[cH:16][cH:17][c:18]([CH2:19][NH2:20])[cH:21][cH:22]1.[K+:23].[K+:24].[O-:25][C:26]([O-:27])=[O:28]>>[C:3]1(=[O:13])[c:4]2[c:5]([cH:6][cH:7][cH:8][c:9]2[Cl:10])[CH2:11][N:20]1[CH2:19][c:18]1[cH:17][cH:16][c:15]([Cl:14])[cH:22][cH:21]1. Reaction conditions: time 30 minute. Procedure: To a solution of 4-[(7-bromo-1,2,3,4-tetrahydro-naphthalen-2-yl)-propyl-amino]-piperidine-1-carboxylic acid tert-butyl ester (347 g, 0.77 mmol) in methylene chloride (30 mL) under a nitrogen atmosphere was added trifluoroacetic acid (10 mL). The reaction was stirred at room temperature for 30 min., and concentrated in vacuo. The residue was partitioned between EtOAc (50 mL) and 10% aq. KOH (50 mL). The organic layer was separated, dried over MgSO4, filtered, and concentrated to afford (7-bromo-1... Reaction SMILES: C(OC([N:8]1[CH2:13][CH2:12][CH:11]([N:14]([CH:18]2[CH2:27][CH2:26][C:25]3[C:20](=[CH:21][C:22]([Br:28])=[CH:23][CH:24]=3)[CH2:19]2)[CH2:15][CH2:16][CH3:17])[CH2:10][CH2:9]1)=O)(C)(C)C.FC(F)(F)C(O)=O>C(Cl)Cl>[Br:28][C:22]1[CH:21]=[C:20]2[C:25]([CH2:26][CH2:27][CH:18]([N:14]([CH:11]3[CH2:10][CH2:9][NH:8][CH2:13][CH2:12]3)[CH2:15][CH2:16][CH3:17])[CH2:19]2)=[CH:24][CH:23]=1. The reactants are C(C)(C)(C)OC(=O)N1CCC(CC1)N(CCC)C1CC2=CC(=CC=C2CC1)Br (4-[(7-bromo-1,2,3,4-tetrahydro-naphthalen-2-yl)-propyl-amino]-piperidine-1-carboxylic acid tert-butyl ester), FC(C(=O)O)(F)F (trifluoroacetic acid). The solvent is C(Cl)Cl (methylene chloride). The yield is 75.0%. Yields the product BrC1=CC=C2CCC(CC2=C1)N(CCC)C1CCNCC1 ((7-bromo-1,2,3,4-tetrahydro-naphthalen-2-yl)-piperidin-4-yl-propyl-amine). Reactants: intermediate C, ClC1=NC=NC(=C1)OCC(C)C (4-chloro-6-isobutoxypyrimidine), N1C(CNCC1)=O (piperazin-2-one). The product is C(C(C)C)OC1=CC(=NC=N1)N1CC(NCC1)=O (4-(6-isobutoxypyrimidin-4-yl)piperazin-2-one). RXN SMILES: Cl[C:2]1[CH:7]=[C:6]([O:8][CH2:9][CH:10]([CH3:12])[CH3:11])[N:5]=[CH:4][N:3]=1.[NH:13]1[CH2:18][CH2:17][NH:16][CH2:15][C:14]1=[O:19]>>[CH2:9]([O:8][C:6]1[N:5]=[CH:4][N:3]=[C:2]([N:16]2[CH2:17][CH2:18][NH:13][C:14](=[O:19])[CH2:15]2)[CH:7]=1)[CH:10]([CH3:12])[CH3:11]. Procedure details: The title compound was prepared according to the procedure described in Step 1 of intermediate C using 4-chloro-6-isobutoxypyrimidine and piperazin-2-one. Starting materials: C(C)OC(=O)C=1C(=NN(C1C(=O)OCC)CC(C1CC1)NC(=O)OC(C)(C)C)I (Diethyl1-(2-((tert-butoxycarbonyl)amino)-2-cyclopropylethyl)-3-iodo-1H-pyrazole-4,5-dicarboxylate), Cl (HCl). Run in O1CCOCC1 (1,4-dioxane), O1CCOCC1 (dioxane). Reaction conditions: time 2 hour. Product: C1(CC1)C1NC(C=2N(C1)N=C(C2C(=O)OCC)I)=O (Ethyl 6-cyclopropyl-2-iodo-4-oxo-4,5,6,7-tetrahydropyrazolo[1,5-a]pyrazine-3-carboxylate). Yield: 27.8%. As a reaction SMILES: [CH2:1]([O:3][C:4]([C:6]1[C:7]([I:29])=[N:8][N:9]([CH2:16][CH:17]([NH:21][C:22](OC(C)(C)C)=[O:23])[CH:18]2[CH2:20][CH2:19]2)[C:10]=1C(OCC)=O)=[O:5])[CH3:2].Cl>O1CCOCC1>[CH:18]1([CH:17]2[CH2:16][N:9]3[N:8]=[C:7]([I:29])[C:6]([C:4]([O:3][CH2:1][CH3:2])=[O:5])=[C:10]3[C:22](=[O:23])[NH:21]2)[CH2:20][CH2:19]1. Reported procedure: To a stirred solution of Intermediate 348B (8.0 g, 15.34 mmol) in 1,4-dioxane (10.0 mL) was added 4 M HCl in dioxane (40.0 mL, 160 mmol) and the resulting solution stirred at RT for 2 h. The reaction mixture was concentrated and diluted with EtOAc (50 mL). The organic layer was washed successively with water, a saturated aq. solution of NaHCO3, and brine, then dried over Na2SO4, filtered and the filtrate concentrated under reduced pressure. The residue obtained was heated in a ROTAVAPOR® at 60° ... Starting materials: N1CC(C1)NC(CNC1=NNC2=CC=C(C=C12)C(F)(F)F)=O (N-azetidin-3-yl-2-(5-trifluoromethyl-1H-indazol-3-ylamino)-acetamide), O=C1CCC(CC1)N1C(C=CC=C1)=O (1-(4-oxo-cyclohexyl)-1H-pyridin-2-one). The product is O=C1N(C=CC=C1)C1CCC(CC1)N1CC(C1)NC(CNC1=NNC2=CC=C(C=C12)C(F)(F)F)=O (N-{1-[4-(2-Oxo-2H-pyridin-1-yl)-cyclohexyl]-azetidin-3-yl}-2-(5-trifluoromethyl-1H-indazol-3-ylamino)-acetamide). As a reaction SMILES: [NH:1]1[CH2:4][CH:3]([NH:5][C:6](=[O:22])[CH2:7][NH:8][C:9]2[C:17]3[C:12](=[CH:13][CH:14]=[C:15]([C:18]([F:21])([F:20])[F:19])[CH:16]=3)[NH:11][N:10]=2)[CH2:2]1.O=[C:24]1[CH2:29][CH2:28][CH:27]([N:30]2[CH:35]=[CH:34][CH:33]=[CH:32][C:31]2=[O:36])[CH2:26][CH2:25]1>>[O:36]=[C:31]1[CH:32]=[CH:33][CH:34]=[CH:35][N:30]1[CH:27]1[CH2:28][CH2:29][CH:24]([N:1]2[CH2:2][CH:3]([NH:5][C:6](=[O:22])[CH2:7][NH:8][C:9]3[C:17]4[C:12](=[CH:13][CH:14]=[C:15]([C:18]([F:20])([F:19])[F:21])[CH:16]=4)[NH:11][N:10]=3)[CH2:4]2)[CH2:25][CH2:26]1. Procedure details: The title compound was prepared as a white solid from reaction of N-azetidin-3-yl-2-(5-trifluoromethyl-1H-indazol-3-ylamino)-acetamide and 1-(4-oxo-cyclohexyl)-1H-pyridin-2-one using the procedure described in Step E of Example 1. Reaction conditions: temperature 22 celsius, time 18 hour. Run in C(C)(=O)O (Acetic acid), C(C)O (ethanol), O1CCCC1 (tetrahydrofuran). Reported procedure: A solution of diethyl oxalate (27.2 g, 0.186 mol) and methyl methoxyacetate (19.38 g, 0.186 mol) in dry tetrahydrofuran (250 ml) was treated at 22° C. with sodium hydride (8.15 g of a 60% dispersion in mineral oil, 0.203 mol) and the resulting mixture was stirred at 22° C. for 18 h. The tetrahydrofuran was then evaporated under reduced pressure and the residual orange syrup was dissolved in a solution of sodium ethoxide (0.189 mol, prepared from 4.35 g of sodium) in ethanol (300 ml). Then powder... Yield: 26.5%. Yields the product C(C)OC(=O)C=1N=C(NC(C1OC)=O)SC (5-Methoxy-2-methylsulfanyl-6-oxo-1,6-dihydro-pyrimidine-4-carboxylic acid ethyl ester). RXN SMILES: [C:1]([O:8][CH2:9][CH3:10])(=[O:7])[C:2](OCC)=O.[CH3:11][O:12][CH2:13][C:14]([O:16]C)=O.[H-].[Na+].[O-]CC.[Na+].S(O)(O)(=O)=O.[CH3:29][S:30][C:31](=[NH:33])[NH2:32]>O1CCCC1.C(O)C.C(O)(=O)C>[CH2:9]([O:8][C:1]([C:2]1[N:32]=[C:31]([S:30][CH3:29])[NH:33][C:14](=[O:16])[C:13]=1[O:12][CH3:11])=[O:7])[CH3:10] |f:2.3,4.5,6.7|. The reactants are [O-]CC.[Na+] (sodium ethoxide), S(=O)(=O)(O)O.CSC(N)=N (2-methyl-2-thiopseudourea sulfate), C(C(=O)OCC)(=O)OCC (diethyl oxalate), COCC(=O)OC (methyl methoxyacetate), [H-].[Na+] (sodium hydride). Reactants: CC1(C[C@H](C2=C(C=CC=C12)N)C)C ((3R)-1,1,3-trimethyl-4-aminoindane). The reagents and catalysts are [C].[Pd] (palladium-carbon). Conditions: temperature 200 celsius, time 7.5 hour. The product is CC1(CC(C2=C(C=CC=C12)N)C)C (1,1,3-trimethyl-4-aminoindane). Reaction SMILES: [CH3:1][C:2]1([CH3:13])[C:10]2[C:5](=[C:6]([NH2:11])[CH:7]=[CH:8][CH:9]=2)[C@H:4]([CH3:12])[CH2:3]1>[C].[Pd]>[CH3:1][C:2]1([CH3:13])[C:10]2[C:5](=[C:6]([NH2:11])[CH:7]=[CH:8][CH:9]=2)[CH:4]([CH3:12])[CH2:3]1 |f:1.2|. Reported procedure: Into a reaction vessel were charged 6.00 parts by weight of (3R)-1,1,3-trimethyl-4-aminoindane (optical purity of 96.5% ee) and 1.62 parts by weight of 5% palladium-carbon (STD-type, manufactured by N. E. Chemcat Corporation), thereby obtaining a mixture. The reaction vessel was sealed, the gas in the reaction vessel was replaced with nitrogen, and then the mixture was stirred at 200° C. for 7.5 hours to obtain a reaction mixture. Thereafter, the obtained reaction mixture was cooled and filtered... The reactants are Cl (HCl), COC(CC1=CSC2=C1C(=CC(=C2F)OCC2=CC(=NN2C)C(F)(F)F)C)=O (methyl(7-fluoro-4-methyl-6-((1-methyl-3-(trifluoromethyl)-1H-pyrazol-5-yl)methoxy)-1-benzothiophen-3-yl)acetate), C1CCOC1 (THF), [OH-].[Na+] (NaOH). The solvent is CO (MeOH). Reaction conditions: time 2 hour. Product: FC1=C(C=C(C=2C(=CSC21)CC(=O)O)C)OCC2=CC(=NN2C)C(F)(F)F ((7-Fluoro-4-methyl-6-((1-methyl-3-(trifluoromethyl)-1H-pyrazol-5-yl)methoxy)-1-benzothiophen-3-yl)acetic acid). Isolated yield 84.9%. Reaction SMILES: C[O:2][C:3](=[O:28])[CH2:4][C:5]1[C:9]2[C:10]([CH3:27])=[CH:11][C:12]([O:15][CH2:16][C:17]3[N:21]([CH3:22])[N:20]=[C:19]([C:23]([F:26])([F:25])[F:24])[CH:18]=3)=[C:13]([F:14])[C:8]=2[S:7][CH:6]=1.C1COCC1.[OH-].[Na+].Cl>CO>[F:14][C:13]1[C:8]2[S:7][CH:6]=[C:5]([CH2:4][C:3]([OH:28])=[O:2])[C:9]=2[C:10]([CH3:27])=[CH:11][C:12]=1[O:15][CH2:16][C:17]1[N:21]([CH3:22])[N:20]=[C:19]([C:23]([F:26])([F:25])[F:24])[CH:18]=1 |f:2.3|. Procedure details: To a mixture of methyl(7-fluoro-4-methyl-6-((1-methyl-3-(trifluoromethyl)-1H-pyrazol-5-yl)methoxy)-1-benzothiophen-3-yl)acetate (150.6 mg), THF (dry) (2.0 mL) and MeOH (2.0 mL) was added 1N NaOH (1.085 mL) at room temperature. The mixture was stirred at room temperature for 2 h. The mixture was neutralized with 1N HCl and concentrated. The precipitate was collected by filtration to give a solid. The solid was crystallized from EtOAc-hexane to give the title compound (123.5 mg).